describe an organic reaction: reactants, conditions, products, and yield From a dataset of the Open Reaction Database (ORD), a public repository of structured organic reaction records. Starting materials: OCCCN1C(C2=C(OC(C1)CC1=CC=CC=C1)C=CC(=C2)I)=O (2-(3-hydroxypropyl)-4-benzyl-8-iodo-2,3,4,5-tetrahydro-1H-5-oxa-2-benzazepin-1-one), [Cr](=O)(=O)([O-])O[Cr](=O)(=O)[O-].[NH+]1=CC=CC=C1.[NH+]1=CC=CC=C1 (pyridinium dichromate). Run in O (water), CN(C=O)C (dimethylformamide). Run at time 8 hour. The product is C(=O)(O)CCN1C(C2=C(OC(C1)CC1=CC=CC=C1)C=CC(=C2)I)=O (2-(2-carboxyethyl)-4-benzyl-8-iodo-2,3,4,5-tetrahydro-1H-5-oxa-2-benzazepin-1-one). Yield: 72.6%. Reaction SMILES: [OH:1][CH2:2][CH2:3][CH2:4][N:5]1[CH2:11][CH:10]([CH2:12][C:13]2[CH:18]=[CH:17][CH:16]=[CH:15][CH:14]=2)[O:9][C:8]2[CH:19]=[CH:20][C:21]([I:23])=[CH:22][C:7]=2[C:6]1=[O:24].[Cr](O[Cr]([O-])(=O)=O)([O-])(=O)=[O:26].[NH+]1C=CC=CC=1.[NH+]1C=CC=CC=1>CN(C)C=O.O>[C:2]([CH2:3][CH2:4][N:5]1[CH2:11][CH:10]([CH2:12][C:13]2[CH:18]=[CH:17][CH:16]=[CH:15][CH:14]=2)[O:9][C:8]2[CH:19]=[CH:20][C:21]([I:23])=[CH:22][C:7]=2[C:6]1=[O:24])([OH:26])=[O:1] |f:1.2.3|. Procedure: To a magnetically stirred solution of 2-(3-hydroxypropyl)-4-benzyl-8-iodo-2,3,4,5-tetrahydro-1H-5-oxa-2-benzazepin-1-one (0.75 grams, 1.7 mmol) in 5 mL dimethylformamide at room temperature was added a solution of pyridinium dichromate (2.58 grams, 6.86 mmol) in 5 mL dimethylformamde. The reaction mixture was stirred overnight, diluted with 75 mL water, washed 3×75 mL diethyl ether, made acidic to a pH of 2 with conc. HCl and extracted 3×75 mL diethyl ether. The combined organics were extracted ...